From a dataset of the Open Reaction Database (ORD), a public repository of structured organic reaction records. describe an organic reaction: reactants, conditions, products, and yield Starting materials: BrC=1C=NC=C(C1)Br (3,5-dibromopyridine), [H-].[Na+] (NaH), S(=O)(=O)(C1=CC=C(C)C=C1)N1[C@@H](CCC1)CO (1-tosyl-2-(S)-pyrrolidinemethanol). The solvent is CN(C)C=O (DMF). Conditions: temperature 60 celsius, time 1 hour. Yields the product BrC=1C=C(C=NC1)OC[C@H]1N(CCC1)S(=O)(=O)C1=CC=C(C)C=C1 (5-bromo-3-(1-tosyl-2-(S)-pyrrolidinylmethoxy)pyridine). The yield is 53.0%. Reaction SMILES: Br[C:2]1[CH:3]=[N:4][CH:5]=[C:6]([Br:8])[CH:7]=1.[H-].[Na+].[S:11]([N:21]1[CH2:25][CH2:24][CH2:23][C@H:22]1[CH2:26][OH:27])([C:14]1[CH:20]=[CH:19][C:17]([CH3:18])=[CH:16][CH:15]=1)(=[O:13])=[O:12]>CN(C=O)C>[Br:8][C:6]1[CH:7]=[C:2]([O:27][CH2:26][C@@H:22]2[CH2:23][CH2:24][CH2:25][N:21]2[S:11]([C:14]2[CH:15]=[CH:16][C:17]([CH3:18])=[CH:19][CH:20]=2)(=[O:13])=[O:12])[CH:3]=[N:4][CH:5]=1 |f:1.2|. Reported procedure: To a suspension of 3,5-dibromopyridine (1.5 g, 6.05 mmol) and 60% NaH (307 mg, 7.7 mmol) in DMF (6 mL) was added 1-tosyl-2-(S)-pyrrolidinemethanol (1.4 g, 5.5 mmol), and the reaction mixture was stirred for 4 hours at room temperature and 1 hour at 60° C. The DMF was removed under reduced pressure, and the residue was chromatographed on a silica gel column, eluting with EtOAc/hexane 6:1 to afford the title compound (1.2 g). Reactants: ClC1=C(OC=2C(=NC=CC2)OCC(=O)OCC2=CC=CC=C2)C=C(C(=C1)F)N1C(N(C(=CC1=O)C(F)(F)F)C)=O (3-{2-chloro-4-fluoro-5-[3-methyl-2,6-dioxo-4-(trifluoromethyl)-1,2,3,6-tetrahydropyrimidin-1-yl]phenoxy}-2-(benzyloxycarbonyl)methoxypyridine), ClC1=C(OC=2C(=NC=CC2)OCC(=O)OCC2=CC=CC=C2)C=C(C(=C1)F)N1C(N(C(=CC1=O)C(F)(F)F)C)=O (3-{2-chloro-4-fluoro-5-[3-methyl-2,6-dioxo-4-(trifluoromethyl)-1,2,3,6-tetrahydropyrimidin-1-yl]phenoxy}-2-(benzyloxycarbonyl)methoxypyridine). Reagents/catalysts: [Pd] (palladium/carbon). Solvent: C(C)(=O)OCC (ethyl acetate). Reaction conditions: time 1.5 hour. Yields the product ClC1=C(OC=2C(=NC=CC2)OCC(=O)O)C=C(C(=C1)F)N1C(N(C(=CC1=O)C(F)(F)F)C)=O (3-{2-chloro-4-fluoro-5-[3-methyl-2,6-dioxo-4-(trifluoromethyl)-1,2,3,6-tetrahydropyrimidin-1-yl]phenoxy}-2-carboxymethoxypyridine). The yield is 78.9%. As a reaction SMILES: [Cl:1][C:2]1[CH:26]=[C:25]([F:27])[C:24]([N:28]2[C:33](=[O:34])[CH:32]=[C:31]([C:35]([F:38])([F:37])[F:36])[N:30]([CH3:39])[C:29]2=[O:40])=[CH:23][C:3]=1[O:4][C:5]1[C:6]([O:11][CH2:12][C:13]([O:15]CC2C=CC=CC=2)=[O:14])=[N:7][CH:8]=[CH:9][CH:10]=1>[Pd].C(OCC)(=O)C>[Cl:1][C:2]1[CH:26]=[C:25]([F:27])[C:24]([N:28]2[C:33](=[O:34])[CH:32]=[C:31]([C:35]([F:38])([F:37])[F:36])[N:30]([CH3:39])[C:29]2=[O:40])=[CH:23][C:3]=1[O:4][C:5]1[C:6]([O:11][CH2:12][C:13]([OH:15])=[O:14])=[N:7][CH:8]=[CH:9][CH:10]=1. Procedure details: A mixture of 0.24 g of 3-{2-chloro-4-fluoro-5-[3-methyl-2,6-dioxo-4-(trifluoromethyl)-1,2,3,6-tetrahydropyrimidin-1-yl]phenoxy}-2-(benzyloxycarbonyl)methoxypyridine [present compound 7-82], 10 mg of 10% palladium/carbon and 1 ml of ethyl acetate was stirred for 1.5 hours at room temperature under hydrogen atmosphere. There action system was purged with nitrogen, then, the reaction solution was filtrated through Celite, and the filtrate was concentrated. The residue was subjected to silica gel co... Reactants: COc1ccc(C)c(C2OCCO2)c1, Cl, C1CCOC1. Yields the product COc1ccc(C)c(C=O)c1. As a reaction SMILES: [CH3:1][O:2][c:3]1[cH:4][cH:5][c:6]([CH3:14])[c:7]([CH:9]2[O:10][CH2:13][CH2:12][O:11]2)[cH:8]1.[ClH:15].[O:16]1[CH2:17][CH2:18][CH2:19][CH2:20]1>>[CH3:1][O:2][c:3]1[cH:4][cH:5][c:6]([CH3:14])[c:7]([CH:9]=[O:10])[cH:8]1. Starting materials: OC1=C(N(S(C2=C1C=CC=C2)(=O)=O)C)C(=O)OCCCC (butyl 4-hydroxy-2-methyl-2H-1,2-benzothiazine-3-carboxylate-1,1-dioxide), NC1=NC(=CN=C1)Cl (2-amino-6-chloro-pyrazine). Product: ClC1=CN=CC(=N1)NC(=O)C=1N(S(C2=C(C1O)C=CC=C2)(=O)=O)C (N-(6-chloro-pyrazin-2-yl)-4-hydroxy-2-methyl-2H-1,2-benzothiazine-3-carboxamide-1,1-dioxide). Reaction SMILES: [OH:1][C:2]1[C:7]2[CH:8]=[CH:9][CH:10]=[CH:11][C:6]=2[S:5](=[O:13])(=[O:12])[N:4]([CH3:14])[C:3]=1[C:15]([O:17]CCCC)=O.[NH2:22][C:23]1[CH:28]=[N:27][CH:26]=[C:25]([Cl:29])[N:24]=1>>[Cl:29][C:25]1[N:24]=[C:23]([NH:22][C:15]([C:3]2[N:4]([CH3:14])[S:5](=[O:12])(=[O:13])[C:6]3[CH:11]=[CH:10][CH:9]=[CH:8][C:7]=3[C:2]=2[OH:1])=[O:17])[CH:28]=[N:27][CH:26]=1. Reported procedure: This compound was prepared from butyl 4-hydroxy-2-methyl-2H-1,2-benzothiazine-3-carboxylate-1,1-dioxide and 2-amino-6-chloro-pyrazine analogous to Example 1. The reactants are O (Water), OC1=CC=[N+](C2=CC=CC=C12)[O-] (4-hydroxyquinoline-1-oxide), CS(=O)(=O)OS(=O)(=O)C (methanesulphonic anhydride), C([O-])([O-])=O.[K+].[K+] (potassium carbonate). Run in ClCCl (dichloromethane). Run at time 4 hour. Yields the product CS(=O)(=O)OC=1C=NC2=CC=CC=C2C1O (4-hydroxyquinol-3-yl methanesulphonate). RXN SMILES: [OH:1][C:2]1[C:11]2[C:6](=[CH:7][CH:8]=[CH:9][CH:10]=2)[N+:5]([O-])=[CH:4][CH:3]=1.[CH3:13][S:14]([O:17]S(C)(=O)=O)(=[O:16])=[O:15].C(=O)([O-])[O-].[K+].[K+].O>ClCCl>[CH3:13][S:14]([O:17][C:3]1[CH:4]=[N:5][C:6]2[C:11]([C:2]=1[OH:1])=[CH:10][CH:9]=[CH:8][CH:7]=2)(=[O:16])=[O:15] |f:2.3.4|. Procedure details: A mixture of 4-hydroxyquinoline-1-oxide (1 g), methanesulphonic anhydride (2 g) and potassium carbonate (2 g) in dichloromethane (20 ml) was stirred at 0° for 4 hours. Water (20 ml) was added to the mixture and the dichloromethane layer separated. The aqueous layer was extracted with dichloromethane (2×60 ml). The combined dichloromethane layer and extracts were dried over magnesium sulphate and evaporated to give a gum which was purified by flash chromatography on a silica gel column eluted wit... Starting materials: BrC1=CC=C(C=C1)C1=C(C(=NO1)C)C(C(\C=C\C1=CC=CC=C1)(F)F)O ((E)-1-[5-(4-bromo-phenyl)-3-methyl-isoxazol-4-yl]-2,2-difluoro-4-phenyl-but-3-en-1-ol), CC1(OB(OC1(C)C)C1=CC=C(C=C1)C1(CC1)C(=O)NS(=O)(=O)C)C (N-{1-[4-(4,4,5,5-tetramethyl-[1,3,2]dioxaborolan-2-yl)-phenyl]-cyclopropanecarbonyl}-methanesulfonamide). The product is FC(C(O)C=1C(=NOC1C1=CC=C(C=C1)C1=CC=C(C=C1)C1(CC1)C(=O)NS(=O)(=O)C)C)(\C=C\C1=CC=CC=C1)F (N-(1-{4′-[4-((E)-2,2-Difluoro-1-hydroxy-4-phenyl-but-3-enyl)-3-methyl-isoxazol-5-yl]-biphenyl-4-yl}-cyclopropanecarbonyl)-methanesulfonamide). RXN SMILES: Br[C:2]1[CH:7]=[CH:6][C:5]([C:8]2[O:12][N:11]=[C:10]([CH3:13])[C:9]=2[CH:14]([OH:26])[C:15]([F:25])([F:24])/[CH:16]=[CH:17]/[C:18]2[CH:23]=[CH:22][CH:21]=[CH:20][CH:19]=2)=[CH:4][CH:3]=1.CC1(C)C(C)(C)OB([C:35]2[CH:40]=[CH:39][C:38]([C:41]3([C:44]([NH:46][S:47]([CH3:50])(=[O:49])=[O:48])=[O:45])[CH2:43][CH2:42]3)=[CH:37][CH:36]=2)O1>>[F:24][C:15]([F:25])(/[CH:16]=[CH:17]/[C:18]1[CH:23]=[CH:22][CH:21]=[CH:20][CH:19]=1)[CH:14]([C:9]1[C:10]([CH3:13])=[N:11][O:12][C:8]=1[C:5]1[CH:6]=[CH:7][C:2]([C:35]2[CH:36]=[CH:37][C:38]([C:41]3([C:44]([NH:46][S:47]([CH3:50])(=[O:49])=[O:48])=[O:45])[CH2:43][CH2:42]3)=[CH:39][CH:40]=2)=[CH:3][CH:4]=1)[OH:26]. Procedure: Prepared according to the procedure described in Example 110, Step 3, using (E)-1-[5-(4-bromo-phenyl)-3-methyl-isoxazol-4-yl]-2,2-difluoro-4-phenyl-but-3-en-1-ol and N-{1-[4-(4,4,5,5-tetramethyl-[1,3,2]dioxaborolan-2-yl)-phenyl]-cyclopropanecarbonyl}-methanesulfonamide.